describe an organic reaction: reactants, conditions, products, and yield From a dataset of the Open Reaction Database (ORD), a public repository of structured organic reaction records. The reactants are [Al+3], COc1ccccc1OC, [Cl-], [Cl-], [Cl-], Clc1ccccc1, Cl, O=C1C=CC(=O)O1. The product is COc1ccc(C(=O)C=CC(=O)O)cc1OC. RXN SMILES: [Al+3:9].[CH3:12][O:13][c:14]1[cH:15][cH:16][cH:17][cH:18][c:19]1[O:20][CH3:21].[Cl-:10].[Cl-:11].[Cl-:8].[Cl:23][c:24]1[cH:25][cH:26][cH:27][cH:28][cH:29]1.[ClH:22].[O:1]=[C:2]1[O:3][C:4](=[O:5])[CH:6]=[CH:7]1>>[O:1]=[C:2]([CH:7]=[CH:6][C:4]([OH:3])=[O:5])[c:16]1[cH:15][c:14]([O:13][CH3:12])[c:19]([O:20][CH3:21])[cH:18][cH:17]1. Starting materials: CC(C)c1nc(C(F)(F)F)ccc1C=CC(=O)O, Cl, CS(=O)(=O)Nc1c(F)cc(CN)cc1F. Yields the product CC(C)c1nc(C(F)(F)F)ccc1C=CC(=O)NCc1cc(F)c(NS(C)(=O)=O)c(F)c1. Reaction SMILES: [CH:17]([CH3:18])([CH3:19])[c:20]1[n:21][c:22]([C:31]([F:32])([F:33])[F:34])[cH:23][cH:24][c:25]1[CH:26]=[CH:27][C:28](=[O:29])[OH:30].[ClH:16].[NH2:1][CH2:2][c:3]1[cH:4][c:5]([F:15])[c:6]([NH:10][S:11](=[O:12])(=[O:13])[CH3:14])[c:7]([F:9])[cH:8]1>>[NH:1]([CH2:2][c:3]1[cH:4][c:5]([F:15])[c:6]([NH:10][S:11](=[O:12])(=[O:13])[CH3:14])[c:7]([F:9])[cH:8]1)[C:28]([CH:27]=[CH:26][c:25]1[c:20]([CH:17]([CH3:18])[CH3:19])[n:21][c:22]([C:31]([F:32])([F:33])[F:34])[cH:23][cH:24]1)=[O:29]. Procedure: To determine the influence of the temperature on the enzyme activity 25 μl enzyme solution was added to 225 μl of a solution containing 0.1% p-nitrophenyl-β-D-cellobioside and 25 mM gluconolactone in a 50 mM sodium acetic acid buffer at pH 5.0. Following an incubation of 15 minutes at 30, 40, 50, 60 or 70° C. the enzyme activity was stopped by adding 750 μl of a 0.5 M glycine buffer pH 9.0. The concentration of p-nitrophenol formed was determined spectrophotometrically at 400 nm. Product: C1=CC(=CC=C1[N+](=O)[O-])O (p-nitrophenol). RXN SMILES: [CH:1]1[C:6]([N+:7]([O-:9])=[O:8])=[CH:5][CH:4]=[C:3]([O:10][C@@H]2O[C@H](CO)[C@@H](O[C@@H]3O[C@H](CO)[C@@H](O)[C@H](O)[C@H]3O)[C@H](O)[C@H]2O)[CH:2]=1.C(O)[C@H]1OC(=O)[C@H](O)[C@@H](O)[C@@H]1O.C(O)(=O)C.[Na].NCC(O)=O>>[CH:5]1[C:6]([N+:7]([O-:9])=[O:8])=[CH:1][CH:2]=[C:3]([OH:10])[CH:4]=1 |f:2.3,^1:48|. Starting materials: C1=CC(=CC=C1[N+](=O)[O-])O[C@H]2[C@@H]([C@H]([C@@H]([C@H](O2)CO)O[C@H]3[C@@H]([C@H]([C@@H]([C@H](O3)CO)O)O)O)O)O (p-nitrophenyl-β-D-cellobioside), C([C@@H]1[C@H]([C@@H]([C@H](C(=O)O1)O)O)O)O (gluconolactone), C(C)(=O)O.[Na] (sodium acetic acid), solution, NCC(=O)O (glycine). Reactants: CC(C)(C)OC(=O)CN1CCN2C(=O)N(c3cc(Cl)cc(Cl)c3)C(=O)C2(Cc2ccc(Br)cc2)C1, ClCCl, O=C(O)C(F)(F)F. The product is O=C(O)CN1CCN2C(=O)N(c3cc(Cl)cc(Cl)c3)C(=O)C2(Cc2ccc(Br)cc2)C1. As a reaction SMILES: [C:1]([CH3:2])([CH3:3])([CH3:4])[O:5][C:6](=[O:7])[CH2:8][N:9]1[CH2:10][CH2:11][N:12]2[C:13](=[O:35])[N:14]([c:27]3[cH:28][c:29]([Cl:34])[cH:30][c:31]([Cl:33])[cH:32]3)[C:15](=[O:26])[C:16]2([CH2:18][c:19]2[cH:20][cH:21][c:22]([Br:25])[cH:23][cH:24]2)[CH2:17]1.[Cl:43][CH2:44][Cl:45].[F:36][C:37]([F:38])([F:39])[C:40]([OH:41])=[O:42]>>[O:5]=[C:6]([OH:7])[CH2:8][N:9]1[CH2:10][CH2:11][N:12]2[C:13](=[O:35])[N:14]([c:27]3[cH:28][c:29]([Cl:34])[cH:30][c:31]([Cl:33])[cH:32]3)[C:15](=[O:26])[C:16]2([CH2:18][c:19]2[cH:20][cH:21][c:22]([Br:25])[cH:23][cH:24]2)[CH2:17]1.